This data is from the Open Reaction Database (ORD), a public repository of structured organic reaction records. The task is: describe an organic reaction: reactants, conditions, products, and yield Reactants: BrC1=C(N=C(O1)C1=CC=C(C=C1)F)C(=O)OCC (ethyl 5-bromo-2-(4-fluorophenyl)oxazol-4-carboxylate), [Br-].ClC1=C(C=C(C=C1)[Zn+])F ((4-chloro-3-fluorophenyl) zinc bromide). Reagents/catalysts: [Pd].C1(=CC=CC=C1)P(C1=CC=CC=C1)C1=CC=CC=C1.C1(=CC=CC=C1)P(C1=CC=CC=C1)C1=CC=CC=C1.C1(=CC=CC=C1)P(C1=CC=CC=C1)C1=CC=CC=C1.C1(=CC=CC=C1)P(C1=CC=CC=C1)C1=CC=CC=C1 (tetrakis-(triphenylphosphine) palladium). Run in O1CCCC1 (tetrahydrofuran). Run at time 2 hour. Product: ClC1=C(C=C(C=C1)C1=C(N=C(O1)C1=CC=C(C=C1)F)C(=O)OCC)F (ethyl 5-(4-chloro-3-fluoro-phenyl)-2-(4-fluorophenyl)oxazol-4-carboxylate). Reaction SMILES: Br[C:2]1[O:6][C:5]([C:7]2[CH:12]=[CH:11][C:10]([F:13])=[CH:9][CH:8]=2)=[N:4][C:3]=1[C:14]([O:16][CH2:17][CH3:18])=[O:15].[Br-].[Cl:20][C:21]1[CH:26]=[CH:25][C:24]([Zn+])=[CH:23][C:22]=1[F:28]>O1CCCC1.[Pd].C1(P(C2C=CC=CC=2)C2C=CC=CC=2)C=CC=CC=1.C1(P(C2C=CC=CC=2)C2C=CC=CC=2)C=CC=CC=1.C1(P(C2C=CC=CC=2)C2C=CC=CC=2)C=CC=CC=1.C1(P(C2C=CC=CC=2)C2C=CC=CC=2)C=CC=CC=1>[Cl:20][C:21]1[CH:26]=[CH:25][C:24]([C:2]2[O:6][C:5]([C:7]3[CH:12]=[CH:11][C:10]([F:13])=[CH:9][CH:8]=3)=[N:4][C:3]=2[C:14]([O:16][CH2:17][CH3:18])=[O:15])=[CH:23][C:22]=1[F:28] |f:1.2,4.5.6.7.8|. Reported procedure: A mixture of ethyl 5-bromo-2-(4-fluorophenyl)oxazol-4-carboxylate (600 mg), 0.05M (4-chloro-3-fluorophenyl) zinc bromide (6 ml, tetrahydrofuran solution), and tetrakis-(triphenylphosphine) palladium (231 mg) in tetrahydrofuran (5 ml) was stirred under argon atmosphere at room temperature for 2 hours, followed by refluxing for 40 minutes. The reaction mixture was cooled and concentrated under reduced pressure, and water was added to the residue and the mixture was extracted with ethyl acetate. Th... Reactants: COC=1C=C(C=O)C=C(C1O)OC (3,5-Dimethoxy-4-hydroxybenzaldehyde), BrC1=CC=C(N)C=C1 (4-bromoaniline). The solvent is CO (methanol). Conditions: time 8 hour. Product: COC=1C=C(C=NC2=CC=C(C=C2)Br)C=C(C1O)OC (N-(3,5-Dimethoxy-4-Hydroxybenzylidene)-p-Bromoaniline). The yield is 46.9%. RXN SMILES: [CH3:1][O:2][C:3]1[CH:4]=[C:5]([CH:8]=[C:9]([O:12][CH3:13])[C:10]=1[OH:11])[CH:6]=O.[Br:14][C:15]1[CH:21]=[CH:20][C:18]([NH2:19])=[CH:17][CH:16]=1>CO>[CH3:1][O:2][C:3]1[CH:4]=[C:5]([CH:8]=[C:9]([O:12][CH3:13])[C:10]=1[OH:11])[CH:6]=[N:19][C:18]1[CH:20]=[CH:21][C:15]([Br:14])=[CH:16][CH:17]=1. Procedure: 3,5-Dimethoxy-4-hydroxybenzaldehyde (1 g, 5.46 mmol) was dissolved in methanol (50 ml) and 4-bromoaniline (939 mg, 5.46 mmol) was added. The resultant reaction solution was stirred overnight at room temperature under nitrogen to give a precipitate that was collected by filtration to yield light yellow fine crystals (860 mg) of the title product: 1H NMR (300 MHz, CDCl3); δ 8.30 (S, 1H) , 7.49 (d, J=9 Hz, 2H) , 7.16 (S, 2H), 7.07 (d, J=9 Hz, 2H), 5.86 (S, 1H), 3.98 (S, 6H). Starting materials: CC(C)(C)OC(=O)n1ccc2cc(-c3ccc4[nH]c(=O)c5[nH]ccc5c4c3)ccc21, CCC(=O)O, CC(Cl)Cl, O=C(O)C(F)(F)F. Yields the product CCC(=O)O, O=c1[nH]c2ccc(-c3ccc4[nH]ccc4c3)cc2c2cc[nH]c12. As a reaction SMILES: [C:13]([O:14][C:15](=[O:16])[n:20]1[cH:21][cH:22][c:23]2[cH:24][c:25](-[c:29]3[cH:30][c:31]4[c:32]5[c:33]([c:34](=[O:39])[nH:35][c:36]4[cH:37][cH:38]3)[nH:40][cH:41][cH:42]5)[cH:26][cH:27][c:28]12)([CH3:17])([CH3:18])[CH3:19].[CH2:8]([CH3:9])[C:10](=[O:11])[OH:12].[Cl:43][CH:44]([Cl:45])[CH3:46].[OH:1][C:2]([C:3]([F:4])([F:5])[F:6])=[O:7]>>[CH2:8]([CH3:9])[C:10](=[O:11])[OH:12].[nH:20]1[cH:21][cH:22][c:23]2[cH:24][c:25](-[c:29]3[cH:30][c:31]4[c:32]5[c:33]([c:34](=[O:39])[nH:35][c:36]4[cH:37][cH:38]3)[nH:40][cH:41][cH:42]5)[cH:26][cH:27][c:28]12.